Task: describe an organic reaction: reactants, conditions, products, and yield. Dataset: the Open Reaction Database (ORD), a public repository of structured organic reaction records Reactants: C[C@H]1SCC=2N=CN=C(C21)N2CCN(CC2)C(=O)OC(C)(C)C ((R)-tert-butyl 4-(5-methyl-5,7-dihydrothieno[3,4-d]pyrimidin-4-yl)piperazine-1-carboxylate), Cl (HCl). Run in C(Cl)Cl (CH2Cl2). Conditions: time 8 hour. Yields the product C[C@H]1SCC=2N=CN=C(C21)N2CCNCC2 ((R)-5-methyl-4-(piperazin-1-yl)-5,7-dihydrothieno[3,4-d]pyrimidine), Cl (HCl). Yield: 99.0%. RXN SMILES: [CH3:1][C@@H:2]1[C:10]2[C:9]([N:11]3[CH2:16][CH2:15][N:14](C(OC(C)(C)C)=O)[CH2:13][CH2:12]3)=[N:8][CH:7]=[N:6][C:5]=2[CH2:4][S:3]1.[ClH:24]>C(Cl)Cl>[CH3:1][C@@H:2]1[C:10]2[C:9]([N:11]3[CH2:16][CH2:15][NH:14][CH2:13][CH2:12]3)=[N:8][CH:7]=[N:6][C:5]=2[CH2:4][S:3]1.[ClH:24]. Procedure details: To a solution of (R)-tert-butyl 4-(5-methyl-5,7-dihydrothieno[3,4-d]pyrimidin-4-yl)piperazine-1-carboxylate (prepared according to Example 1, Steps 1-5) (1.05 g, 3.12 mmol) in CH2Cl2 (20 mL) was added HCl (4M, in dioxane, 4 mL). The mixture was stirred at room temperature overnight. The solvent was removed to afford (R)-5-methyl-4-(piperazin-1-yl)-5,7-dihydrothieno[3,4-d]pyrimidine as HCl salt (0.74 g, 99%). MS (APCI+) [M+H]+ 237. The reactants are CC1=CC(=C(N)C=C1C)[N+](=O)[O-] (4,5-dimethyl-2-nitroaniline), BrC1=CC=C(C=C1)CCO (4-bromophenylethyl alcohol). The product is CC1=CC(=C(NC2=C(C=CC=C2)CCO)C=C1C)[N+](=O)[O-] (2-[(4,5-Dimethyl-2-nitroanilino)phenyl]ethanol). As a reaction SMILES: [CH3:1][C:2]1[C:8]([CH3:9])=[CH:7][C:5]([NH2:6])=[C:4]([N+:10]([O-:12])=[O:11])[CH:3]=1.Br[C:14]1[CH:19]=[CH:18][C:17]([CH2:20][CH2:21][OH:22])=[CH:16][CH:15]=1>>[CH3:1][C:2]1[C:8]([CH3:9])=[CH:7][C:5]([NH:6][C:16]2[CH:15]=[CH:14][CH:19]=[CH:18][C:17]=2[CH2:20][CH2:21][OH:22])=[C:4]([N+:10]([O-:12])=[O:11])[CH:3]=1. Procedure details: The title compound was prepared according to the procedure described in step 1 of Example 45 from 4,5-dimethyl-2-nitroaniline and 4-bromophenylethyl alcohol. Starting materials: C(C)(=O)[O-].[Mg+2].C(C)(=O)[O-] (magnesium acetate), O=C1C(O)=C(O)[C@H](O1)[C@@H](O)CO (L-ascorbic acid), Cl (hydrochloric acid), P(=O)(Cl)(Cl)Cl (phosphoryl chloride), [OH-].[K+] (potassium hydroxide). Run in O (water), N1=CC=CC=C1 (pyridine). Run at time 2 hour. Yields the product P(=O)([O-])([O-])OC=1C(=O)O[C@@H](C1O)[C@@H](O)CO.[Mg+2] (magnesium L-ascorbic acid-2-phosphate). As a reaction SMILES: [O:1]=[C:2]1[O:8][C@H:7]([C@H:9]([CH2:11][OH:12])[OH:10])[C:5]([OH:6])=[C:3]1[OH:4].[P:13](Cl)(Cl)(Cl)=[O:14].[OH-:18].[K+].Cl.C([O-])(=[O:23])C.[Mg+2:25].C([O-])(=O)C>N1C=CC=CC=1.O>[P:13]([O:4][C:3]1[C:2]([O:8][C@H:7]([C@H:9]([CH2:11][OH:12])[OH:10])[C:5]=1[OH:6])=[O:1])([O-:14])([O-:23])=[O:18].[Mg+2:25] |f:2.3,5.6.7,10.11|. Procedure details: A solution consisting of 52.8 g of L-ascorbic acid, 965 ml of water and 37 ml of pyridine was cooled to 0°-5° C., and 71 g of phosphoryl chloride was added dropwise with stirring over a period of about 2 hours while maintaining the pH at 12.7±0.2 with a 50% aqueous potassium hydroxide solution. After completion of the dropwise addition, the resulting mixture was stirred at the same temperature for about 30 minutes. After completion of the reaction, the pyridine was distilled off under reduced pr... Starting materials: BrC1=C(C(=O)O)C=CC(=C1)C(=O)O (Bromoterephthalic acid), NC=1C(=CC=CC1)C (ortho-toluidine), C(=O)([O-])[O-].[K+].[K+] (K2CO3), Cu, O (water). The solvent is C(C)OCCO (2-ethoxy-ethanol). Reaction conditions: temperature 150 celsius, time 6 hour. Product: CC1=C(NC2=C(C=CC(=C2)C(=O)O)C(=O)O)C=CC=C1 (2-(2-Methylanilino)-benzene-1,4-dicarboxylic acid). As a reaction SMILES: Br[C:2]1[CH:10]=[C:9]([C:11]([OH:13])=[O:12])[CH:8]=[CH:7][C:3]=1[C:4]([OH:6])=[O:5].[NH2:14][C:15]1[C:16]([CH3:21])=[CH:17][CH:18]=[CH:19][CH:20]=1.C([O-])([O-])=O.[K+].[K+].O>C(OCCO)C>[CH3:21][C:16]1[CH:17]=[CH:18][CH:19]=[CH:20][C:15]=1[NH:14][C:2]1[CH:10]=[C:9]([C:11]([OH:13])=[O:12])[CH:8]=[CH:7][C:3]=1[C:4]([OH:6])=[O:5] |f:2.3.4|. Procedure: Bromoterephthalic acid (12.2 g), ortho-toluidine (10.7 ml), anhydrous K2CO3 (13.8 g), catalytic Cu powder (0.2 g) in 2-ethoxy-ethanol (17.5 ml) were stirred together while heating under reflux conditions in an oil bath at 150° C. After 6 hours, water (200 ml) was added and, when all salts had dissolved, the solution was clarified and crude product precipitated by acidification to pH 2. The collected diacid was well washed with boiling water then recrystallised from 50% ethanol, pure product bein... The reactants are ON1N=NC2=C1C=CC=C2 (1-hydroxybenzotriazole), Cl.CN(CCCN=C=NCC)C (1-(3-dimethylaminopropyl)-3-ethylcarbodiimide hydrochloride), ClC1=CC=C(C=C1)C(N1CC(C1)CS(=O)(=O)NC1=C(C(=O)O)C=CC=C1)C1=CC=C(C=C1)Cl ({1-[bis(4-chlorophenyl)methyl]azetidin-3-yl}methanesulphonylaminobenzoic acid), Cl.N[C@H](C)C(=O)N (D-alaninamide hydrochloride), O1CCCC1 (tetrahydrofuran). Run in C(C)N(CC)CC (triethylamine), ClCCl (dichloromethane). Run at temperature 20 celsius, time 8 hour. Product: ClC1=CC=C(C=C1)C(N1CC(C1)CS(=O)(=O)NC=1C=C(C(=O)N[C@H](C)C(N)=O)C=CC1)C1=CC=C(C=C1)Cl (3-({1-[bis(4-chlorophenyl)methyl]azetidin-3-yl}methanesulphonylamino)-N—((R)-1-carbamoylethyl)benzamide). RXN SMILES: ON1C2C=CC=CC=2N=N1.Cl.CN(C)CCCN=C=NCC.[Cl:23][C:24]1[CH:29]=[CH:28][C:27]([CH:30]([C:49]2[CH:54]=[CH:53][C:52]([Cl:55])=[CH:51][CH:50]=2)[N:31]2[CH2:34][CH:33]([CH2:35][S:36]([NH:39][C:40]3[CH:48]=[CH:47][CH:46]=[CH:45][C:41]=3C(O)=O)(=[O:38])=[O:37])[CH2:32]2)=[CH:26][CH:25]=1.Cl.[NH2:57][C@@H:58]([C:60]([NH2:62])=[O:61])[CH3:59].[O:63]1CCC[CH2:64]1>ClCCl.C(N(CC)CC)C>[Cl:55][C:52]1[CH:51]=[CH:50][C:49]([CH:30]([C:27]2[CH:28]=[CH:29][C:24]([Cl:23])=[CH:25][CH:26]=2)[N:31]2[CH2:32][CH:33]([CH2:35][S:36]([NH:39][C:40]3[CH:48]=[C:47]([CH:46]=[CH:45][CH:41]=3)[C:64]([NH:57][C@@H:58]([C:60](=[O:61])[NH2:62])[CH3:59])=[O:63])(=[O:38])=[O:37])[CH2:34]2)=[CH:54][CH:53]=1 |f:1.2,4.5|. Reported procedure: 67 mg of 1-hydroxybenzotriazole, 0.4 cm3 of triethylamine and 228 mg of 1-(3-dimethylaminopropyl)-3-ethylcarbodiimide hydrochloride are added successively to a solution of 500 mg of 3-({1-[bis(4-chlorophenyl)methyl]azetidin-3-yl}methanesulphonylaminobenzoic acid and 150 mg of D-alaninamide hydrochloride in 20 cm3 of tetrahydrofuran. The reaction mixture is left stirring overnight at a temperature in the region of 20° C. After concentration of the reaction medium to dryness under reduced pressure...